From a dataset of the Open Reaction Database (ORD), a public repository of structured organic reaction records. describe an organic reaction: reactants, conditions, products, and yield Starting materials: C(C1=CC=CC=C1)OC(C(F)(F)F)(C(F)(F)F)C1=CC(=C(C=C1)N1CCN(CC1)C(CBr)=O)\C=C/C ((Z)-1-(4-{4-[2-(benzyloxy)-1,1,1,3,3,3-hexafluoropropan-2-yl]-2-(prop-1-en-1-yl)phenyl}piperazin-1-yl)-2-bromoethanone), O1CCOC2=NC(=CC=C21)C2(C(NC(N2)=O)=O)C (5-(2,3-dihydro-[1,4]dioxino[2,3-b]pyridin-6-yl)-5-methylimidazolidine-2,4-dione). Yields the product C(C1=CC=CC=C1)OC(C(F)(F)F)(C(F)(F)F)C1=CC(=C(C=C1)N1CCN(CC1)C(CN1C(NC(C1=O)(C)C1=CC=C2C(=N1)OCCO2)=O)=O)C=CC (3-[2-(4-{4-[2-(benzyloxy)-1,1,1,3,3,3-hexafluoropropan-2-yl]-2-(prop-1-en-1-yl)phenyl]piperazin-1-yl]-2-oxoethyl]-5-(2,3-dihydro-[1,4]dioxino[2,3-b]pyridin-6-yl)-5-methylimidazolidine-2,4-dione). RXN SMILES: [CH2:1]([O:8][C:9]([C:18]1[CH:23]=[CH:22][C:21]([N:24]2[CH2:29][CH2:28][N:27]([C:30](=[O:33])[CH2:31]Br)[CH2:26][CH2:25]2)=[C:20](/[CH:34]=[CH:35]\[CH3:36])[CH:19]=1)([C:14]([F:17])([F:16])[F:15])[C:10]([F:13])([F:12])[F:11])[C:2]1[CH:7]=[CH:6][CH:5]=[CH:4][CH:3]=1.[O:37]1[C:46]2[C:41](=[N:42][C:43]([C:47]3([CH3:54])[NH:51][C:50](=[O:52])[NH:49][C:48]3=[O:53])=[CH:44][CH:45]=2)[O:40][CH2:39][CH2:38]1>>[CH2:1]([O:8][C:9]([C:18]1[CH:23]=[CH:22][C:21]([N:24]2[CH2:29][CH2:28][N:27]([C:30](=[O:33])[CH2:31][N:49]3[C:48](=[O:53])[C:47]([C:43]4[N:42]=[C:41]5[O:40][CH2:39][CH2:38][O:37][C:46]5=[CH:45][CH:44]=4)([CH3:54])[NH:51][C:50]3=[O:52])[CH2:26][CH2:25]2)=[C:20]([CH:34]=[CH:35][CH3:36])[CH:19]=1)([C:14]([F:17])([F:16])[F:15])[C:10]([F:13])([F:12])[F:11])[C:2]1[CH:7]=[CH:6][CH:5]=[CH:4][CH:3]=1. Procedure details: (Z)-1-(4-{4-[2-(benzyloxy)-1,1,1,3,3,3-hexafluoropropan-2-yl]-2-(prop-1-en-1-yl)phenyl}piperazin-1-yl)-2-bromoethanone and 5-(2,3-dihydro-[1,4]dioxino[2,3-b]pyridin-6-yl)-5-methylimidazolidine-2,4-dione were used for a similar reaction and treatment as Example 14-1, and the title compound was obtained as a yellow oil.